From a dataset of the Open Reaction Database (ORD), a public repository of structured organic reaction records. describe an organic reaction: reactants, conditions, products, and yield Reactants: BrCc1ccc(-c2ccno2)cc1, CC(C)=O, O=c1[nH]nc2c(-c3ccccc3)c(-c3ccc(Cl)cc3)ncn12, O=C(NNc1ncnc(-c2ccc(Cl)cc2)c1-c1ccccc1)OC(Cl)(Cl)Cl, [K+], [K+], O=C([O-])[O-]. The product is O=c1n(Cc2ccc(-c3ccno3)cc2)nc2c(-c3ccccc3)c(-c3ccc(Cl)cc3)ncn12. RXN SMILES: [Br:52][CH2:53][c:54]1[cH:55][cH:56][c:57](-[c:60]2[cH:61][cH:62][n:63][o:64]2)[cH:58][cH:59]1.[CH3:71][C:72](=[O:73])[CH3:74].[Cl:1][c:2]1[cH:3][cH:4][c:5](-[c:8]2[c:9](-[c:18]3[cH:19][cH:20][cH:21][cH:22][cH:23]3)[c:10]3[n:11]([cH:12][n:13]2)[c:14](=[O:17])[nH:15][n:16]3)[cH:6][cH:7]1.[Cl:24][c:25]1[cH:26][cH:27][c:28](-[c:29]2[n:30][cH:31][n:32][c:33]([NH:34][NH:35][C:36]([O:37][C:38]([Cl:39])([Cl:40])[Cl:41])=[O:42])[c:43]2-[c:44]2[cH:45][cH:46][cH:47][cH:48][cH:49]2)[cH:50][cH:51]1.[K+:65].[K+:66].[O-:67][C:68]([O-:69])=[O:70]>>[Cl:1][c:2]1[cH:3][cH:4][c:5](-[c:8]2[c:9](-[c:18]3[cH:19][cH:20][cH:21][cH:22][cH:23]3)[c:10]3[n:11]([cH:12][n:13]2)[c:14](=[O:17])[n:15]([CH2:53][c:54]2[cH:55][cH:56][c:57](-[c:60]4[cH:61][cH:62][n:63][o:64]4)[cH:58][cH:59]2)[n:16]3)[cH:6][cH:7]1. The reactants are Polyphosphoric acid, COC=1C=C2CCNC(C2=CC1OC)=CC#N (6,7-dimethoxy-1-cyanomethylene-1,2,3,4-tetrahydroisoquinoline), [OH-].[Na+] (sodium hydroxide). Yields the product COC=1C=C2CCNC(C2=CC1OC)=CC(N)=O (6,7-Dimethoxy-1-carbamoylmethylene-1,2,3,4-tetrahydroisoquinoline). RXN SMILES: [CH3:1][O:2][C:3]1[CH:4]=[C:5]2[C:10](=[CH:11][C:12]=1[O:13][CH3:14])[C:9](=[CH:15][C:16]#[N:17])[NH:8][CH2:7][CH2:6]2.[OH-:18].[Na+]>>[CH3:1][O:2][C:3]1[CH:4]=[C:5]2[C:10](=[CH:11][C:12]=1[O:13][CH3:14])[C:9](=[CH:15][C:16](=[O:18])[NH2:17])[NH:8][CH2:7][CH2:6]2 |f:1.2|. Reported procedure: Polyphosphoric acid (10.0 g) is heated to 100° C. and 1.0 g of 6,7-dimethoxy-1-cyanomethylene-1,2,3,4-tetrahydroisoquinoline is added under mechanical stirring. The reaction mixture is heated for 1 hour, poured into crushed ice and made basic with 30% sodium hydroxide. The mixture is extracted with chloroform and the extract dried over anhydrous sodium sulfate. The solvent is evaporated under reduced pressure to give a white solid, yield 0.7 g, mp 156°-158° C. Starting materials: CCOC(=O)C=Cc1ccc(NC(=O)OC(C)(C)C)cc1, COCCBr, CN(C)C=O, [H-], [Na+], O. Yields the product CCOC(=O)C=Cc1ccc(N(CCOC)C(=O)OC(C)(C)C)cc1. RXN SMILES: [C:3]([CH3:4])([CH3:5])([CH3:6])[O:7][C:8](=[O:9])[NH:10][c:11]1[cH:12][cH:13][c:14]([CH:15]=[CH:16][C:17](=[O:18])[O:19][CH2:20][CH3:21])[cH:22][cH:23]1.[CH3:24][O:25][CH2:26][CH2:27][Br:28].[CH3:30][N:31]([CH3:32])[CH:33]=[O:34].[H-:1].[Na+:2].[OH2:29]>>[C:3]([CH3:4])([CH3:5])([CH3:6])[O:7][C:8](=[O:9])[N:10]([c:11]1[cH:12][cH:13][c:14]([CH:15]=[CH:16][C:17](=[O:18])[O:19][CH2:20][CH3:21])[cH:22][cH:23]1)[CH2:27][CH2:26][O:25][CH3:24]. The reactants are CC(=O)[O-], CC(=O)O, O=Cc1ccc(COc2cc(F)ccn2)cc1, C[N+](=O)[O-], [NH4+]. The product is O=[N+]([O-])C=Cc1ccc(COc2cc(F)ccn2)cc1. As a reaction SMILES: [CH3:23][C:24](=[O:25])[O-:26].[CH3:27][C:28](=[O:29])[OH:30].[F:1][c:2]1[cH:3][c:4]([O:8][CH2:9][c:10]2[cH:11][cH:12][c:13]([CH:14]=[O:15])[cH:16][cH:17]2)[n:5][cH:6][cH:7]1.[N+:18](=[O:19])([O-:20])[CH3:21].[NH4+:22]>>[F:1][c:2]1[cH:3][c:4]([O:8][CH2:9][c:10]2[cH:11][cH:12][c:13]([CH:14]=[CH:21][N+:18](=[O:19])[O-:20])[cH:16][cH:17]2)[n:5][cH:6][cH:7]1. The reactants are C1=CC(=C(C=C1C2=C(C(=O)C=3C(=CC(=CC3O2)O)O)O[C@H]4[C@@H]([C@H]([C@@H]([C@H](O4)CO)O)O)O)O)O (isoquercetin), Cl (hydrochloric acid), [OH-].[Na+] (sodium hydroxide), [Na] (sodium). The solvent is O (water). Conditions: temperature 5 celsius, time 12 hour. Product: C1=CC(=C(C=C1C2=CC(=O)C=3C(=CC(=CC3O2)O)O)O)O (luteolin). Isolated yield 95.0%. As a reaction SMILES: [CH:1]1[C:6]([C:7]2[O:17][C:16]3[CH:15]=[C:14]([OH:18])[CH:13]=[C:12]([OH:19])[C:11]=3[C:9](=[O:10])[C:8]=2O[C@@H]2O[C@H](CO)[C@@H](O)[C@H](O)[C@H]2O)=[CH:5][C:4]([OH:32])=[C:3]([OH:33])[CH:2]=1.[OH-].[Na+].[Na].Cl>O>[CH:1]1[C:6]([C:7]2[O:17][C:16]3[CH:15]=[C:14]([OH:18])[CH:13]=[C:12]([OH:19])[C:11]=3[C:9](=[O:10])[CH:8]=2)=[CH:5][C:4]([OH:32])=[C:3]([OH:33])[CH:2]=1 |f:1.2,^1:35|. Procedure: 3.5 g of isoquercetin are carefully suspended in 500 ml of demineralized water at 60° C., and 8.8 ml of 32% strength aqueous sodium hydroxide solution are introduced into the resulting yellow suspension. During this addition, a dark-red colored clear solution forms. 25 g of sodium d-thionite are added at 60° C. and the mixture is stirred for 12 h at this temperature. The mixture is then cooled to 5° C. and carefully neutralized with 37% strength hydrochloric acid, the solution immediately turnin... Reactants: COC=1C=C(C=CC1)C1C(N(CCCC1)C)=O (hexahydro-3-(3-methoxyphenyl)-1-methyl-2H-azepin-2-one), C1CCOC1 (THF), C(C)(C)[N-]C(C)C.[Li+] (Lithium diisopropylamide), C(C)Br (ethyl bromide), C(CCC)[Li] (butyl lithium), C(C)(C)NC(C)C (diisopropylamine). Run in CCCCCC (hexane). Conditions: time 30 minute. Yields the product C(C)C1(C(NCCCC1)=O)C1=C(C=CC=C1)OC (3-Ethyl-hexahydro-3-(methoxyphenyl)-2H-azepin-2-one). RXN SMILES: C([N-][CH:5]([CH3:7])C)(C)C.[Li+].C([Li])CCC.C(NC(C)C)(C)C.CO[C:23]1[CH:24]=[C:25]([CH:29]2[CH2:35][CH2:34][CH2:33][CH2:32][N:31](C)[C:30]2=[O:37])[CH:26]=[CH:27][CH:28]=1.C(Br)C.C1C[O:44][CH2:43]C1>CCCCCC>[CH2:5]([C:29]1([C:25]2[CH:24]=[CH:23][CH:28]=[CH:27][C:26]=2[O:44][CH3:43])[CH2:35][CH2:34][CH2:33][CH2:32][NH:31][C:30]1=[O:37])[CH3:7] |f:0.1|. Procedure details: Lithium diisopropylamide, prepared by adding 15% butyl lithium in hexane (15.7 ml) to diisopropylamine (3.15 ml) at -10° C. under nitrogen, was treated with a solution of hexahydro-3-(3-methoxyphenyl)-1-methyl-2H-azepin-2-one in THF. After 30 minutes, ethyl bromide (1.0 ml) was added. The mixture was allowed to warm to ambient temperature. After a further 2 hours the reaction was quenched with water. The organic layer was evaporated to give an oil that crystallised on scratching. The solid was r... Reactants: ClC=1C=C2C(CN=C(C2=CC1)N(C)C)C1=CC=C(C=C1)[N+](=O)[O-] (6-chloro-1-dimethylamino-4-(4-nitrophenyl)-3,4-dihydroisoquinoline), Cl (hydrochloric acid). The reagents and catalysts are [Fe] (iron). The solvent is C(C)(=O)O (acetic acid). Run at time 2 hour. Yields the product Cl.NC1=CC=C(C=C1)C1CN=C(C2=CC=C(C=C12)Cl)N(C)C (4-(4-Aminophenyl)-6-chloro-1-dimethylamino-3,4-dihydroisoquinoline Hydrochloride). RXN SMILES: [Cl:1][C:2]1[CH:3]=[C:4]2[C:9](=[CH:10][CH:11]=1)[C:8]([N:12]([CH3:14])[CH3:13])=[N:7][CH2:6][CH:5]2[C:15]1[CH:20]=[CH:19][C:18]([N+:21]([O-])=O)=[CH:17][CH:16]=1.Cl>C(O)(=O)C.[Fe]>[ClH:1].[NH2:21][C:18]1[CH:17]=[CH:16][C:15]([CH:5]2[C:4]3[C:9](=[CH:10][CH:11]=[C:2]([Cl:1])[CH:3]=3)[C:8]([N:12]([CH3:14])[CH3:13])=[N:7][CH2:6]2)=[CH:20][CH:19]=1 |f:4.5|. Procedure details: 100 mg of iron powder were added to a solution of 195 mg of 6-chloro-1-dimethylamino-4-(4-nitrophenyl)-3,4-dihydroisoquinoline in 3.5 ml of glacial acetic acid and then 1.8 ml of concentrated hydrochloric acid were added dropwise, and the mixture was boiled under reflux conditions for 2 hours. The solvent was removed by distillation, and the residue was mixed with water and made alkaline with 2N NaOH. This aqueous phase was extracted with ethyl acetate and purified by MPLC chromatography using a... Reactants: CC(=O)NCCN, O=CC(=O)OCc1ccccc1, C1CCOC1. Product: CC(=O)NCCNCC(=O)OCc1ccccc1. RXN SMILES: [C:13]([CH3:14])(=[O:15])[NH:16][CH2:17][CH2:18][NH2:19].[C:1]([CH:2]=[O:3])(=[O:4])[O:5][CH2:6][c:7]1[cH:8][cH:9][cH:10][cH:11][cH:12]1.[O:20]1[CH2:21][CH2:22][CH2:23][CH2:24]1>>[C:1]([CH2:2][NH:19][CH2:18][CH2:17][NH:16][C:13]([CH3:14])=[O:15])(=[O:4])[O:5][CH2:6][c:7]1[cH:8][cH:9][cH:10][cH:11][cH:12]1.